Dataset: the Open Reaction Database (ORD), a public repository of structured organic reaction records. Task: describe an organic reaction: reactants, conditions, products, and yield The reactants are CN(C)C=O (DMF), C(CCC)[Li] (n-butyl lithium), CCCCCC (hexane), triethylphosphonoacetate, [H-].[Na+] (sodium hydride), C1CCOC1 (THF), ice water, COCOC=1C=NC=CC1 (3-Methoxymethoxypyridine), C1CCOC1 (THF). Reaction conditions: temperature 0 celsius, time 20 minute. Product: C(C)OC(C=CC1=C(C=NC=C1)OCOC)=O (3-(3-methoxymethoxypyridin-4-yl)propenoic acid ethyl ester). As a reaction SMILES: [CH3:1][O:2][CH2:3][O:4][C:5]1[CH:6]=[N:7][CH:8]=[CH:9][CH:10]=1.[CH2:11]([Li])[CH2:12][CH2:13]C.CCCCCC.CN(C=[O:26])C.[H-].[Na+].C1C[O:32][CH2:31][CH2:30]1>>[CH2:31]([O:32][C:13](=[O:26])[CH:12]=[CH:11][C:10]1[CH:9]=[CH:8][N:7]=[CH:6][C:5]=1[O:4][CH2:3][O:2][CH3:1])[CH3:30] |f:4.5|. Procedure details: 3-Methoxymethoxypyridine (17.5 g, 130 mmol) is dissolved in THF (500 ml), and thereto is added a solution of n-butyl lithium in hexane (88 ml, 140 mmol) at −30° C. The mixture is stirred at 0° C. for 20 minutes, and cooled to −70° C. To the mixture is added DMF (11.0 g, 150 mmol), and the mixture is stirred again at 0° C. for 30 minutes. Then, thereto is added a solution of a salt which is prepared from triethylphosphonoacetate (34.0 g, 150 mmol) and sodium hydride (60% in mineral oil, 6.0 g, 15... Reactants: [H-].[Na+] (Sodium hydride), C1(=CC=CC=C1)CC(C)=O (phenyl acetone), C(C=CC1=CC=CC=C1)Cl (cinnamyl chloride). The solvent is C(OC)COC (glyme), C(OC)COC (glyme), C(OC)COC (glyme). The product is C1(=CC=CC=C1)C(C(C)=O)CC=CC1=CC=CC=C1 (3,6-Diphenyl-5-hexen-2-one). Reaction SMILES: [H-].[Na+].[C:3]1([CH2:9][C:10](=[O:12])[CH3:11])[CH:8]=[CH:7][CH:6]=[CH:5][CH:4]=1.[CH2:13](Cl)[CH:14]=[CH:15][C:16]1[CH:21]=[CH:20][CH:19]=[CH:18][CH:17]=1>C(COC)OC>[C:3]1([CH:9]([CH2:13][CH:14]=[CH:15][C:16]2[CH:21]=[CH:20][CH:19]=[CH:18][CH:17]=2)[C:10](=[O:12])[CH3:11])[CH:8]=[CH:7][CH:6]=[CH:5][CH:4]=1 |f:0.1|. Procedure details: Sodium hydride (10.5 g., 0.25 mole, oil dispersion) is suspended in glyme (200 ml.) and phenyl acetone (33.5 g., 0.25 mole) in glyme (25 ml.) is added dropwise with stirring. After complete addition, the mixture is heated to reflux for 0.5 hours. The mixture is cooled in a cold water bath and a solution of cinnamyl chloride (38 g., 0.25 mole) in glyme (25 ml.) is added dropwise. When addition is complete, the mixture is refluxed for 5 hours then allowed to cool. After filtration of inorganic sal... Reactants: N1=C(C=CC=C1)CNC(OC(C)(C)C)=O (tert-Butyl 2-pyridylmethylcarbamate), ClC1=CC(=CC=C1)C(=O)OO (3-chloroperbenzoic acid). The solvent is C(C)(=O)OCC (ethyl acetate). Conditions: time 15 hour. The product is N1=C(C=CC=C1)C[NH+](C(OC(C)(C)C)=O)[O-] (tert-Butyl 2-pyridylmethylcarbamate N-oxide). Yield: 91.7%. RXN SMILES: [N:1]1[CH:6]=[CH:5][CH:4]=[CH:3][C:2]=1[CH2:7][NH:8][C:9](=[O:15])[O:10][C:11]([CH3:14])([CH3:13])[CH3:12].ClC1C=CC=C(C(OO)=[O:24])C=1>C(OCC)(=O)C>[N:1]1[CH:6]=[CH:5][CH:4]=[CH:3][C:2]=1[CH2:7][NH+:8]([O-:24])[C:9](=[O:15])[O:10][C:11]([CH3:12])([CH3:14])[CH3:13]. Procedure: tert-Butyl 2-pyridylmethylcarbamate (11.4 g, 54 mmol) and 3-chloroperbenzoic acid (77%, 5.9 g, 71 mmol) were dissolved in ethyl acetate (150 ml), and the mixture was stirred at room temperature for 15 hrs. The solvent was evaporated, and the residue was subjected to a silica gel column chromatography. The fractions eluted with methanol-ethyl acetate (1:5, v/v) were collected and concentrated to give the titled compound (11.1 g, 90%). Starting materials: O (water), ClC1=C(C=CC(=C1)Cl)C=1NC(=C(N1)C#N)C#N (2-(2,4-dichlorophenyl)-4,5-dicyanoimidazole), C(C)(=O)O (acetic acid), S(O)(O)(=O)=O (sulphuric acid), O (water). Product: ClC1=C(C=CC(=C1)Cl)C=1NC(=C(N1)C(=O)O)C(=O)O (2-(2,4-dichlorophenyl)imidazole-4,5-dicarboxylic acid). As a reaction SMILES: [Cl:1][C:2]1[CH:7]=[C:6]([Cl:8])[CH:5]=[CH:4][C:3]=1[C:9]1[NH:10]C(C#N)=[C:12]([C:14]#N)[N:13]=1.[C:18]([OH:21])(=[O:20])[CH3:19].S(=O)(=O)(O)[OH:23].[OH2:27]>>[Cl:1][C:2]1[CH:7]=[C:6]([Cl:8])[CH:5]=[CH:4][C:3]=1[C:9]1[NH:10][C:19]([C:18]([OH:21])=[O:20])=[C:12]([C:14]([OH:23])=[O:27])[N:13]=1. Procedure: A mixture of 2-(2,4-dichlorophenyl)-4,5-dicyanoimidazole (10.05 g, 0.038 mol), glacial acetic acid (41 ml), concentrated sulphuric acid (19 ml) and water (9.4 ml) was heated at 120°-125° C. for 1.5 hours. After cooling the mixture was poured into water (300 ml) and the precipitated solid filtered off and dried in vacuo (100° C. at 50 mm Hg) to give 2-(2,4-dichlorophenyl)imidazole-4,5-dicarboxylic acid (10.24 g) m.p. 237.5°-238.5° C. as a white solid. Starting materials: [OH-].[Na+] (sodium hydroxide), [C@@H]1([C@H](CC2=CC=CC=C12)O)O (Cis-1,2-indandiol), C(C)#N (acetonitrile), O (Water), S(O)(O)(=O)=O (sulfuric acid). Run at temperature 0 celsius. The product is N[C@H]1[C@H](CC2=CC=CC=C12)O (cis-1-amino-2-indanol). As a reaction SMILES: [C@@H:1]1(O)[C:9]2[C:4](=[CH:5][CH:6]=[CH:7][CH:8]=2)[CH2:3][C@@H:2]1[OH:10].S(=O)(=O)(O)O.O.[OH-].[Na+].C(#[N:22])C>>[NH2:22][C@@H:1]1[C:9]2[C:4](=[CH:5][CH:6]=[CH:7][CH:8]=2)[CH2:3][C@@H:2]1[OH:10] |f:3.4|. Procedure: Cis-1,2-indandiol (1.5 g) was dissolved in acetonitrile (25 mL) cooled to 0° C, and concentrated sulfuric acid (1.1 mL) was added. The mixture was gradually warmed to 20° C. and aged to 3 hours. Water (2 mL) was added and the mixture heated to reflux. Concentrated aqueous sodium hydroxide was added to adjust the pH to 12. The resulting solid was removed by filtration to provide an aqueous acetonitrile solution of cis-1-amino-2-indanol.